This data is from the Open Reaction Database (ORD), a public repository of structured organic reaction records. The task is: describe an organic reaction: reactants, conditions, products, and yield The reactants are C1CCOC1, Cc1c(NC(=O)c2ccc(F)cc2)cccc1-c1ccc(C(N)=O)c2[nH]c3cc(CO)ccc3c12. The product is Cc1c(NC(=O)c2ccc(F)cc2)cccc1-c1ccc(C(N)=O)c2[nH]c3cc(C=O)ccc3c12. As a reaction SMILES: [CH2:36]1[O:37][CH2:38][CH2:39][CH2:40]1.[F:1][c:2]1[cH:3][cH:4][c:5]([C:6](=[O:7])[NH:8][c:9]2[c:10]([CH3:33])[c:11](-[c:15]3[cH:16][cH:17][c:18]([C:30](=[O:31])[NH2:32])[c:19]4[nH:20][c:21]5[cH:22][c:23]([CH2:28][OH:29])[cH:24][cH:25][c:26]5[c:27]34)[cH:12][cH:13][cH:14]2)[cH:34][cH:35]1>>[F:1][c:2]1[cH:3][cH:4][c:5]([C:6](=[O:7])[NH:8][c:9]2[c:10]([CH3:33])[c:11](-[c:15]3[cH:16][cH:17][c:18]([C:30](=[O:31])[NH2:32])[c:19]4[nH:20][c:21]5[cH:22][c:23]([CH:28]=[O:29])[cH:24][cH:25][c:26]5[c:27]34)[cH:12][cH:13][cH:14]2)[cH:34][cH:35]1.